From a dataset of the Open Reaction Database (ORD), a public repository of structured organic reaction records. describe an organic reaction: reactants, conditions, products, and yield Starting materials: c1ccc2c(c1)CCNCC2, [Na+], [OH-], O=[N+]([O-])O, O=S(=O)(O)O. Yields the product O=[N+]([O-])c1ccc2c(c1)CCNCC2. As a reaction SMILES: [CH2:1]1[CH2:2][NH:3][CH2:4][CH2:5][c:6]2[c:7]1[cH:8][cH:9][cH:10][cH:11]2.[Na+:17].[OH-:16].[OH:12][N+:13]([O-:14])=[O:15].[S:18](=[O:19])(=[O:20])([OH:21])[OH:22]>>[CH2:1]1[CH2:2][NH:3][CH2:4][CH2:5][c:6]2[c:7]1[cH:8][c:9]([N+:13](=[O:12])[O-:14])[cH:10][cH:11]2. The reactants are COC(C1=C(C=CC=C1)NC1=CC=C(C=C1)CCCC1=CC=C(C=C1)N(CC)CC)=O (2-{4-[3-(4-diethylaminophenyl)propyl]phenylamino}-benzoic acid methyl ester), [OH-].[K+] (KOH), Cl (HCl). Run in CC(=O)C (acetone), CCO (EtOH). Product: C(C)N(C1=CC=C(C=C1)CCCC1=CC=C(C=C1)NC1=C(C(=O)O)C=CC=C1)CC (2-{4-[3-(4-Diethylaminophenyl)propyl]phenylamino}benzoic acid). Yield: 99.9%. RXN SMILES: C[O:2][C:3](=[O:31])[C:4]1[CH:9]=[CH:8][CH:7]=[CH:6][C:5]=1[NH:10][C:11]1[CH:16]=[CH:15][C:14]([CH2:17][CH2:18][CH2:19][C:20]2[CH:25]=[CH:24][C:23]([N:26]([CH2:29][CH3:30])[CH2:27][CH3:28])=[CH:22][CH:21]=2)=[CH:13][CH:12]=1.[OH-].[K+].Cl>CCO.CC(C)=O>[CH2:29]([N:26]([CH2:27][CH3:28])[C:23]1[CH:22]=[CH:21][C:20]([CH2:19][CH2:18][CH2:17][C:14]2[CH:15]=[CH:16][C:11]([NH:10][C:5]3[CH:6]=[CH:7][CH:8]=[CH:9][C:4]=3[C:3]([OH:31])=[O:2])=[CH:12][CH:13]=2)=[CH:25][CH:24]=1)[CH3:30] |f:1.2|. Procedure: To an emulsion of 2-{4-[3-(4-diethylaminophenyl)propyl]phenylamino}-benzoic acid methyl ester (1.68 g, 4.03 mmol) in EtOH (50 mL) was added aqueous 3 M-KOH solution (4.0 mL, 12.0 mmol) at room temperature, then the mixture was allowed to heat under reflux for 40 minutes. The reaction mixture was cooled to room temperature and neutralized with aqueous 1.0 M-HCl solution to pH 9.0. The mixture was concentrated under reduced pressure to remove EtOH, and the resulting aqueous solution was extracted ... Starting materials: S(O)(O)(=O)=O (sulfuric acid), C1(=CC=CC=C1O)C (o-cresol), N(C(C)C)C(C)C (iPr2NH), C1CC(=O)N(C1=O)Br (NBS). Solvent: O (water), C(Cl)Cl (CH2Cl2), C(Cl)Cl (CH2Cl2). Yields the product BrC1=C(C(=CC=C1)C)O (2-Bromo-6-methylphenol). Yield: 97.4%. RXN SMILES: [C:1]1([CH3:8])[C:6]([OH:7])=[CH:5][CH:4]=[CH:3][CH:2]=1.N(C(C)C)C(C)C.C1C(=O)N([Br:23])C(=O)C1.S(=O)(=O)(O)O>C(Cl)Cl.O>[Br:23][C:5]1[CH:4]=[CH:3][CH:2]=[C:1]([CH3:8])[C:6]=1[OH:7]. Reported procedure: To a solution of o-cresol (20.0 g, 0.19 mol) and iPr2NH (2.63 mL, 18.5 mmol) in CH2Cl2 (500 mL), a solution of NBS (32.9 g, 0.19 mol) in CH2Cl2 (500 mL) was added dropwise over 7 h and the mixture was stirred over night at room temperature. The reaction mixture was acidified to pH=1 with conc. sulfuric acid and water (400 mL). The organic layer was separated, dried with Na2SO4, and concentrated under reduced pressure. 34.6 g of the crude product was obtained (yield: 97%). 1H NMR (400 MHz, CDCl3)... Reaction conditions: temperature 70 celsius. The yield is 73.2%. The solvent is C(C)#N (acetonitrile). Starting materials: N1C[C@H](CC1)NC(=O)C12CC3CC(CC(C1)C3)C2 ((S)-N-(Pyrrolidin-3-yl)-1-adamantanecarboxamide), C1(=CC=C(C=C1)S(=O)(=O)OCCC1=CC=C(C=C1)C#N)C (2-(4-cyanophenyl)ethyl p-toluenesulfonate), C([O-])([O-])=O.[K+].[K+] (potassium carbonate). Product: C(#N)C1=CC=C(C=C1)CCN1C[C@H](CC1)NC(=O)C12CC3CC(CC(C1)C3)C2 ((S)-N-(1-(2-(4-cyanophenyl)ethyl)pyrrolidin-3-yl)-1-adamantanecarboxamide). Procedure details: (S)-N-(Pyrrolidin-3-yl)-1-adamantanecarboxamide (1.0 g) and 2-(4-cyanophenyl)ethyl p-toluenesulfonate (1.2 g) were dissolved in acetonitrile, and potassium carbonate was added thereto. The mixture was stirred under heating at 70° C. for 5 hours. After the completion of the reaction, the solvent was evaporated under reduced pressure. Ethyl acetate was added to the obtained residue and the mixture was washed with saturated brine. The solvent was evaporated under reduced pressure, and the obtained ... RXN SMILES: [NH:1]1[CH2:5][CH2:4][C@H:3]([NH:6][C:7]([C:9]23[CH2:18][CH:13]4[CH2:14][CH:15]([CH2:17][CH:11]([CH2:12]4)[CH2:10]2)[CH2:16]3)=[O:8])[CH2:2]1.C1(C)C=CC(S(O[CH2:29][CH2:30][C:31]2[CH:36]=[CH:35][C:34]([C:37]#[N:38])=[CH:33][CH:32]=2)(=O)=O)=CC=1.C(=O)([O-])[O-].[K+].[K+]>C(#N)C>[C:37]([C:34]1[CH:35]=[CH:36][C:31]([CH2:30][CH2:29][N:1]2[CH2:5][CH2:4][C@H:3]([NH:6][C:7]([C:9]34[CH2:18][CH:13]5[CH2:14][CH:15]([CH2:17][CH:11]([CH2:12]5)[CH2:10]3)[CH2:16]4)=[O:8])[CH2:2]2)=[CH:32][CH:33]=1)#[N:38] |f:2.3.4|. Reactants: C(C)(C)NC=1OC(=NN1)C=1C=C2C(=CN(C2=CC1)S(=O)(=O)C1=CC=C(C)C=C1)B1OC(C(O1)(C)C)(C)C (N-isopropyl-5-(3-(4,4,5,5-tetramethyl-1,3,2-dioxaborolan-2-yl)-1-tosyl-1H-indol-5-yl)-1,3,4-oxadiazol-2-amine), BrC1=C(C=C(C(=O)O)C=C1)F (4-bromo-3-fluorobenzoic acid), O (water), C(=O)([O-])[O-].[Na+].[Na+] (Na2CO3). The reagents and catalysts are C=1C=CC(=CC1)[P](C=2C=CC=CC2)(C=3C=CC=CC3)[Pd]([P](C=4C=CC=CC4)(C=5C=CC=CC5)C=6C=CC=CC6)([P](C=7C=CC=CC7)(C=8C=CC=CC8)C=9C=CC=CC9)[P](C=1C=CC=CC1)(C=1C=CC=CC1)C=1C=CC=CC1 (Pd(PPh3)4). Solvent: COCCOC (DME). Run at temperature 90 celsius. Product: FC=1C=C(C(=O)O)C=CC1C1=CN(C2=CC=C(C=C12)C=1OC(=NN1)NC(C)C)S(=O)(=O)C1=CC=C(C)C=C1 (3-fluoro-4-(5-(5-(isopropylamino)-1,3,4-oxadiazol-2-yl)-1-tosyl-1H-indol-3-yl)benzoic acid). Yield: 48.8%. RXN SMILES: [CH:1]([NH:4][C:5]1[O:6][C:7]([C:10]2[CH:11]=[C:12]3[C:16](=[CH:17][CH:18]=2)[N:15]([S:19]([C:22]2[CH:28]=[CH:27][C:25]([CH3:26])=[CH:24][CH:23]=2)(=[O:21])=[O:20])[CH:14]=[C:13]3B2OC(C)(C)C(C)(C)O2)=[N:8][N:9]=1)([CH3:3])[CH3:2].Br[C:39]1[CH:47]=[CH:46][C:42]([C:43]([OH:45])=[O:44])=[CH:41][C:40]=1[F:48].O.C([O-])([O-])=O.[Na+].[Na+]>COCCOC.C1C=CC([P]([Pd]([P](C2C=CC=CC=2)(C2C=CC=CC=2)C2C=CC=CC=2)([P](C2C=CC=CC=2)(C2C=CC=CC=2)C2C=CC=CC=2)[P](C2C=CC=CC=2)(C2C=CC=CC=2)C2C=CC=CC=2)(C2C=CC=CC=2)C2C=CC=CC=2)=CC=1>[F:48][C:40]1[CH:41]=[C:42]([CH:46]=[CH:47][C:39]=1[C:13]1[C:12]2[C:16](=[CH:17][CH:18]=[C:10]([C:7]3[O:6][C:5]([NH:4][CH:1]([CH3:2])[CH3:3])=[N:9][N:8]=3)[CH:11]=2)[N:15]([S:19]([C:22]2[CH:28]=[CH:27][C:25]([CH3:26])=[CH:24][CH:23]=2)(=[O:21])=[O:20])[CH:14]=1)[C:43]([OH:45])=[O:44] |f:3.4.5,^1:65,67,86,105|. Procedure: To a solution of N-isopropyl-5-(3-(4,4,5,5-tetramethyl-1,3,2-dioxaborolan-2-yl)-1-tosyl-1H-indol-5-yl)-1,3,4-oxadiazol-2-amine (2.0 g, 3.831 mmol) and 4-bromo-3-fluorobenzoic acid (1.2 g, 5.74 mmol, Sigma-Aldrich) in DME (38 mL)/water (9 mL) was added Na2CO3 (1.35 g, 11.5 mmol) and Pd(PPh3)4 (439 mg, 0.38 mmol) and Ar gas was bubbled for 5 min. The reaction mixture was heated at 90° C. for 4 h. The reaction was quenched with water (200 mL) to get a brown precipitate. The precipitate was filtered... The reactants are C(=O)(OC(C)(C)C)[C@@](COC(=O)Cl)(C(=O)OC(C1=CC=CC=C1)C1=CC=CC=C1)N ((2R)-2-BOC-amino-2-diphenylmethoxycarbonylethoxycarbonyl chloride), N1=CC=CC=C1 (pyridine), C1(=CC=C(C=C1)S(=O)(=O)O)C.C1(=CC=CC=C1)C(C1=CC=CC=C1)OC(=O)C1=C(CS[C@H]2N1C([C@H]2NC([C@@H](NC(=O)N2C(C(N(CC2)CC)=O)=O)C2=CC=C(C=C2)N)=O)=O)COC(C)=O (3-acetoxymethyl-7β-[(2S)-2-(4-aminophenyl)-2-(4-ethyl-2,3-dioxopiperazine-1-carboxamido)-acetamido]-3-cephem-4-carboxylic acid diphenylmethyl ester p-toluenesulphonate). The solvent is O1CCCC1 (tetrahydrofuran). Product: C1(=CC=CC=C1)C(C1=CC=CC=C1)OC(=O)C1=C(CS[C@H]2N1C([C@H]2NC([C@@H](NC(=O)N2C(C(N(CC2)CC)=O)=O)C2=CC=C(C=C2)N(C(=O)OC[C@H](C(=O)OC(C2=CC=CC=C2)C2=CC=CC=C2)C(=O)OC(C)(C)C)N)=O)=O)COC(C)=O (3-acetoxymethyl-7β-{(2S)-2-[4-((2R)-2-BOC-amino-2-diphenylmethoxycarbonylethoxycarbonylamino)-phenyl]-2-(4-ethyl-2,3-dioxopiperazine-1-carboxamido)-acetamido}-3-cephem-4-carboxylic acid diphenylmethyl ester). Reaction SMILES: C1(C)C=CC(S(O)(=O)=O)=CC=1.[C:12]1([CH:18]([O:25][C:26]([C:28]2[N:33]3[C:34](=[O:60])[C@@H:35]([NH:36][C:37](=[O:59])[C@H:38]([C:52]4[CH:57]=[CH:56][C:55]([NH2:58])=[CH:54][CH:53]=4)[NH:39][C:40]([N:42]4[CH2:47][CH2:46][N:45]([CH2:48][CH3:49])[C:44](=[O:50])[C:43]4=[O:51])=[O:41])[C@H:32]3[S:31][CH2:30][C:29]=2[CH2:61][O:62][C:63](=[O:65])[CH3:64])=[O:27])[C:19]2[CH:24]=[CH:23][CH:22]=[CH:21][CH:20]=2)[CH:17]=[CH:16][CH:15]=[CH:14][CH:13]=1.[C:66]([C@:73](N)([C:79]([O:81][CH:82]([C:89]1[CH:94]=[CH:93][CH:92]=[CH:91][CH:90]=1)[C:83]1[CH:88]=[CH:87][CH:86]=[CH:85][CH:84]=1)=[O:80])[CH2:74][O:75][C:76](Cl)=[O:77])([O:68][C:69]([CH3:72])([CH3:71])[CH3:70])=[O:67].[N:96]1C=CC=CC=1>O1CCCC1>[C:12]1([CH:18]([O:25][C:26]([C:28]2[N:33]3[C:34](=[O:60])[C@@H:35]([NH:36][C:37](=[O:59])[C@H:38]([C:52]4[CH:57]=[CH:56][C:55]([N:58]([NH2:96])[C:76]([O:75][CH2:74][C@@H:73]([C:66]([O:68][C:69]([CH3:71])([CH3:70])[CH3:72])=[O:67])[C:79]([O:81][CH:82]([C:83]5[CH:88]=[CH:87][CH:86]=[CH:85][CH:84]=5)[C:89]5[CH:94]=[CH:93][CH:92]=[CH:91][CH:90]=5)=[O:80])=[O:77])=[CH:54][CH:53]=4)[NH:39][C:40]([N:42]4[CH2:47][CH2:46][N:45]([CH2:48][CH3:49])[C:44](=[O:50])[C:43]4=[O:51])=[O:41])[C@H:32]3[S:31][CH2:30][C:29]=2[CH2:61][O:62][C:63](=[O:65])[CH3:64])=[O:27])[C:19]2[CH:20]=[CH:21][CH:22]=[CH:23][CH:24]=2)[CH:13]=[CH:14][CH:15]=[CH:16][CH:17]=1 |f:0.1|. Procedure: In the manner described in Example 12, 3.63 g of 3-acetoxymethyl-7β-[(2S)-2-(4-aminophenyl)-2-(4-ethyl-2,3-dioxopiperazine-1-carboxamido)-acetamido]-3-cephem-4-carboxylic acid diphenylmethyl ester p-toluenesulphonate are reacted with 3.03 g of (2R)-2-BOC-amino-2-diphenylmethoxycarbonylethoxycarbonyl chloride and 0.76 ml of pyridine in 100 ml of tetrahydrofuran and worked up. The crude product is chromatographed over 400 g of silica gel (500 ml fractions), fractions 1-12 being eluted with toluene... Starting materials: C1CCNC1, CCOC(C)=O, CN(C)c1ccncc1, ClCCl, CN(C)C=O, Cc1nc(C)c(C(=O)OCCC(c2ccccc2)c2ccccc2)c(-c2cccc(Cl)c2)c1C(=O)O. The product is Cc1nc(C)c(C(=O)N2CCCC2)c(-c2cccc(Cl)c2)c1C(=O)OCCC(c1ccccc1)c1ccccc1. As a reaction SMILES: [CH2:37]1[CH2:38][CH2:39][NH:40][CH2:41]1.[CH3:47][CH2:48][O:49][C:50](=[O:51])[CH3:52].[CH3:53][N:54]([CH3:55])[c:56]1[cH:57][cH:58][n:59][cH:60][cH:61]1.[Cl:62][CH2:63][Cl:64].[O:42]=[CH:43][N:44]([CH3:45])[CH3:46].[c:1]1([CH:7]([CH2:8][CH2:9][O:10][C:11](=[O:12])[c:13]2[c:14]([CH3:30])[n:15][c:16]([CH3:29])[c:17]([C:26](=[O:27])[OH:28])[c:18]2-[c:19]2[cH:20][c:21]([Cl:25])[cH:22][cH:23][cH:24]2)[c:31]2[cH:32][cH:33][cH:34][cH:35][cH:36]2)[cH:2][cH:3][cH:4][cH:5][cH:6]1>>[c:1]1([CH:7]([CH2:8][CH2:9][O:10][C:11](=[O:12])[c:13]2[c:14]([CH3:30])[n:15][c:16]([CH3:29])[c:17]([C:26](=[O:28])[N:40]3[CH2:39][CH2:38][CH2:37][CH2:41]3)[c:18]2-[c:19]2[cH:20][c:21]([Cl:25])[cH:22][cH:23][cH:24]2)[c:31]2[cH:32][cH:33][cH:34][cH:35][cH:36]2)[cH:2][cH:3][cH:4][cH:5][cH:6]1. The reactants are N1(C[C@@H](CC1)CO)C(OC(C)(C)C)=O, n1n(cc(c1)Nc1nc2c(c(n1)Cl)c(c[nH]2)Cl)C. Reagents/catalysts: c1ccc(cc1)-c2c3ccccc3cc4ccccc24 (9-Phenylanthracene),  [H-].[Na+]   (NaH). Run in C1COCCO1 (Dioxane). Conditions: temperature 100 celsius, time 18 hour. Yields the product Cn1cc(Nc2nc(OCC3CCN(C3)C(=O)OC(C)(C)C)c4c(Cl)c[nH]c4n2)cn1. As a reaction SMILES: [CH3:1][n:2]1[n:17][cH:16][c:4]([NH:5][c:6]2[n:15][c:14]([c:9]3[c:8](Cl)[n:7]2)[nH:13][cH:12][c:10]3[Cl:11])[cH:3]1.[CH3:18][C:19]([O:22][C:23]([N:25]1[CH2:31][CH:28]([CH2:29][OH:30])[CH2:27][CH2:26]1)=[O:24])([CH3:21])[CH3:20]>>[CH3:1][n:2]1[n:17][cH:16][c:4]([NH:5][c:6]2[n:15][c:14]([c:9]3[c:8]([O:30][CH2:29][CH:28]4[CH2:31][N:25]([C:23]([O:22][C:19]([CH3:21])([CH3:20])[CH3:18])=[O:24])[CH2:26][CH2:27]4)[n:7]2)[nH:13][cH:12][c:10]3[Cl:11])[cH:3]1.